This data is from the Open Reaction Database (ORD), a public repository of structured organic reaction records. The task is: describe an organic reaction: reactants, conditions, products, and yield Starting materials: COc1c(Br)ccc(F)c1C(O)c1ccc2ccccc2c1, ClCCl. Yields the product COc1c(Br)ccc(F)c1C(=O)c1ccc2ccccc2c1. Reaction SMILES: [Br:1][c:2]1[c:3]([O:21][CH3:22])[c:4]([CH:9]([OH:10])[c:11]2[cH:12][c:13]3[cH:14][cH:15][cH:16][cH:17][c:18]3[cH:19][cH:20]2)[c:5]([F:8])[cH:6][cH:7]1.[CH2:23]([Cl:24])[Cl:25]>>[Br:1][c:2]1[c:3]([O:21][CH3:22])[c:4]([C:9](=[O:10])[c:11]2[cH:12][c:13]3[cH:14][cH:15][cH:16][cH:17][c:18]3[cH:19][cH:20]2)[c:5]([F:8])[cH:6][cH:7]1. Starting materials: OCN1N=NC2=C1C=CC(=C2)C (1-hydroxymethyl-5-methylbenzotriazole), NC1=CC=CC=C1 (aniline). The solvent is C(C)O (ethanol). Yields the product CC1=CC2=C(N(N=N2)CNC2=CC=CC=C2)C=C1 (5-Methyl-1-anilinomethylbenzotriazole). RXN SMILES: O[CH2:2][N:3]1[C:7]2[CH:8]=[CH:9][C:10]([CH3:12])=[CH:11][C:6]=2[N:5]=[N:4]1.[NH2:13][C:14]1[CH:19]=[CH:18][CH:17]=[CH:16][CH:15]=1>C(O)C>[CH3:12][C:10]1[CH:9]=[CH:8][C:7]2[N:3]([CH2:2][NH:13][C:14]3[CH:19]=[CH:18][CH:17]=[CH:16][CH:15]=3)[N:4]=[N:5][C:6]=2[CH:11]=1. Procedure: 5.0 g (0.03 mol) of 1-hydroxymethyl-5-methylbenzotriazole and 2.9 g (0.03 mol) of aniline were suspended in ethanol and refluxed for 1 hour. The insoluble substance was removed by filtration while it was still hot and the filtrate was cooled to obtain crude crystals. By recrystallization of the crude crystals from ethanol 4.2 g of the desired compound having a melting point of 149° to 152° C. was obtained. Starting materials: [Si](C)(C)(C(C)(C)C)O[C@H]1CC(N(C1)C1=NN(C=C1)C)=O ((4S)-4-((tert-butyl(dimethyl)silyl)oxy)-1-(1-methyl-1H-pyrazol-3-yl)pyrrolidin-2-one), [N+](=O)(O)[O-] (nitric acid), ice water, C(O)([O-])=O.[Na+] (sodium hydrogen carbonate). The solvent is C(C)(=O)OC(C)=O (acetic anhydride), C(C)(=O)OC(C)=O (acetic anhydride). Reaction conditions: time 1.5 hour. The product is [Si](C)(C)(C(C)(C)C)O[C@H]1CC(N(C1)C1=NN(C=C1[N+](=O)[O-])C)=O ((4S)-4-((tert-butyl(dimethyl)silyl)oxy)-1-(1-methyl-4-nitro-1H-pyrazol-3-yl)pyrrolidin-2-one). RXN SMILES: [Si:1]([O:8][C@@H:9]1[CH2:13][N:12]([C:14]2[CH:18]=[CH:17][N:16]([CH3:19])[N:15]=2)[C:11](=[O:20])[CH2:10]1)([C:4]([CH3:7])([CH3:6])[CH3:5])([CH3:3])[CH3:2].[N+:21]([O-])([OH:23])=[O:22].C(=O)([O-])O.[Na+]>C(OC(=O)C)(=O)C>[Si:1]([O:8][C@@H:9]1[CH2:13][N:12]([C:14]2[C:18]([N+:21]([O-:23])=[O:22])=[CH:17][N:16]([CH3:19])[N:15]=2)[C:11](=[O:20])[CH2:10]1)([C:4]([CH3:7])([CH3:6])[CH3:5])([CH3:2])[CH3:3] |f:2.3|. Reported procedure: To a solution of (4S)-4-((tert-butyl(dimethyl)silyl)oxy)-1-(1-methyl-1H-pyrazol-3-yl)pyrrolidin-2-one (2.07 g) in acetic anhydride (21 mL) was added a solution of fuming nitric acid (0.58 mL) in acetic anhydride (21 mL), and the mixture was stirred under for 1.5 hr under ice-cooling. To the reaction mixture were added ice water and saturated aqueous sodium hydrogen carbonate solution, and the mixture was extracted with ethyl acetate. The extract was washed with saturated brine, and dried over an... Starting materials: O1C(=CC2=C1C=CC=C2)C(=O)NC2(CCCCC2)C(=O)NC2C(CN(CC2)C2=C(C=CC=C2)C=O)O (4-[N-[1-[N-(benzofuran-2-ylcarbonyl)amino]cyclohexanecarbonyl]amino]-1-(2-formylphenyl)piperidin-3-ol), C([O-])([O-])=O (carbonate), C1(=CC=C(C=C1)S(=O)(=O)CN=C=O)C (p-toluenesulfonylmethyl isocyanate), O (water). Run in CO (methanol). Yields the product O1C(=CC2=C1C=CC=C2)C(=O)NC2(CCCCC2)C(=O)NC2C(CN(CC2)C2=C(C=CC=C2)C2=CN=CO2)O (4-[N-[1-[N-(benzofuran-2-ylcarbonyl)amino]cyclohexanecarbonyl]amino]-1-[2-(1,3-oxazol-5-yl)phenyl]piperidin-3-ol). Yield: 100.9%. Reaction SMILES: [O:1]1[C:5]2[CH:6]=[CH:7][CH:8]=[CH:9][C:4]=2[CH:3]=[C:2]1[C:10]([NH:12][C:13]1([C:19]([NH:21][CH:22]2[CH2:27][CH2:26][N:25]([C:28]3[CH:33]=[CH:32][CH:31]=[CH:30][C:29]=3[CH:34]=[O:35])[CH2:24][CH:23]2[OH:36])=[O:20])[CH2:18][CH2:17][CH2:16][CH2:15][CH2:14]1)=[O:11].C(=O)([O-])[O-].C1(C)C=CC(S([CH2:50][N:51]=[C:52]=O)(=O)=O)=CC=1.O>CO>[O:1]1[C:5]2[CH:6]=[CH:7][CH:8]=[CH:9][C:4]=2[CH:3]=[C:2]1[C:10]([NH:12][C:13]1([C:19]([NH:21][CH:22]2[CH2:27][CH2:26][N:25]([C:28]3[CH:33]=[CH:32][CH:31]=[CH:30][C:29]=3[C:34]3[O:35][CH:52]=[N:51][CH:50]=3)[CH2:24][CH:23]2[OH:36])=[O:20])[CH2:18][CH2:17][CH2:16][CH2:15][CH2:14]1)=[O:11]. Procedure: The mixture of 4-[N-[1-[N-(benzofuran-2-ylcarbonyl)amino]cyclohexanecarbonyl]amino]-1-(2-formylphenyl)piperidin-3-ol (3 g, 6 mmol) obtained in Step 1 of Example 61, photassium carbonate (2 g, 20 mmol) and p-toluenesulfonylmethyl isocyanate (TosMIC; 1.8 g, 9 mmol) was refluxed in 500 ml of methanol for about 2 hours. 150 ml of water was added to the concentrated reaction mixture, which was then extracted with dichloromethane. The resulting organic layer was dried and concentrated on sodium sulfat... The reactants are C(C)(C)(C)OC(=O)N([C@@H](CC1=CC=C(C=C1)OC(C)(C)C)C(=O)N[C@H](CCSC)C(=O)NCCCC1=CC=CC=C1)C ([N-(tert-butyloxycarbonyl)-O-(tert-butyl)-N-methyl-L-tyrosyl]-N-(3-phenylpropyl)-D-methioninamide), Cl.O1CCOCC1 (hydrogen chloride dioxane), CCOCC (ether). Product: O.Cl.CN[C@@H](CC1=CC=C(C=C1)O)C(=O)N[C@@H](CCSC)C(=O)NCCCC1=CC=CC=C1 (N-methyl-L-tyrosyl-N-(3-phenylpropyl)-L-methioninamide monohydrochloride hydrate). As a reaction SMILES: C([O:5][C:6]([N:8](C)[C@H:9]([C:22]([NH:24][C@@H:25]([C:30]([NH:32][CH2:33][CH2:34][CH2:35][C:36]1[CH:41]=[CH:40][CH:39]=[CH:38][CH:37]=1)=[O:31])[CH2:26][CH2:27][S:28][CH3:29])=[O:23])[CH2:10][C:11]1[CH:16]=[CH:15][C:14]([O:17]C(C)(C)C)=[CH:13][CH:12]=1)=O)(C)(C)C.CCOCC.[ClH:48].O1CCOCC1>>[OH2:5].[ClH:48].[CH3:6][NH:8][C@H:9]([C:22]([NH:24][C@H:25]([C:30]([NH:32][CH2:33][CH2:34][CH2:35][C:36]1[CH:37]=[CH:38][CH:39]=[CH:40][CH:41]=1)=[O:31])[CH2:26][CH2:27][S:28][CH3:29])=[O:23])[CH2:10][C:11]1[CH:12]=[CH:13][C:14]([OH:17])=[CH:15][CH:16]=1 |f:2.3,4.5.6|. Procedure details: A solution of [N-(tert-butyloxycarbonyl)-O-(tert-butyl)-N-methyl-L-tyrosyl]-N-(3-phenylpropyl)-D-methioninamide (1.9 g.) in hydrogen chloride-dioxane (3.9 N, 25 ml.) was stirred for 75 minutes at room temperature, then stripped of volatiles. Trituration of the residue with ether gave a white powder (1.308 g.), an aqueous solution of which was lyophilized, affording as an amorphous solid N-methyl-L-tyrosyl-N-(3-phenylpropyl)-L-methioninamide monohydrochloride hydrate (4:1) (1.260 g.; [α]D25 +68.0... Starting materials: C1(CCCCC1)N=C=NC1CCCCC1 (dicyclohexylcarbodiimide), OC(=O)CCCC[C@@H]1SC[C@@H]2NC(=O)N[C@H]12 (biotin). Run in CS(=O)C (dimethylsulfoxide). The product is C1(CCCCC1)NC(=O)NC1CCCCC1 (dicyclohexyl urea). As a reaction SMILES: [CH:1]1([N:7]=[C:8]=[N:9][CH:10]2[CH2:15][CH2:14][CH2:13][CH2:12][CH2:11]2)[CH2:6][CH2:5][CH2:4][CH2:3][CH2:2]1.[OH:16]C(CCCC[C@H]1[C@@H]2[C@@H](NC(N2)=O)CS1)=O>CS(C)=O>[CH:10]1([NH:9][C:8]([NH:7][CH:1]2[CH2:2][CH2:3][CH2:4][CH2:5][CH2:6]2)=[O:16])[CH2:15][CH2:14][CH2:13][CH2:12][CH2:11]1. Reported procedure: One molar equivalent (1.97 g) of HNSA was mixed together with one molar equivalent (1.85 g) of dicyclohexylcarbodiimide and one molar equivalent (2.0 g) of biotin in 50 ml of dimethylsulfoxide at room temperature overnight. The reaction resulted in the formation of dicyclohexyl urea as a precipitate. The precipitate was filtered off and 400 ml of dichloromethane was added to the mother liquor. After several hours a solid precipitate was formed. The yield of this crude ester was 59% of theoretica...